This data is from the Open Reaction Database (ORD), a public repository of structured organic reaction records. The task is: describe an organic reaction: reactants, conditions, products, and yield Reactants: ClC1=C(C(=O)Cl)C=CC=C1 (2-chlorobenzoyl chloride), BrCC1=C(C=CC=C1)C(C(=O)OC)=COC (methyl α-(2-bromomethylphenyl)-β-methoxyacrylate), C[Si](Cl)(C)C (trimethylchlorosilane), [Cu](C#N)C#N (copper cyanide), [Cl-].[Li+] (lithium chloride), BrCCBr (1,2-dibromoethane). The reagents and catalysts are [Zn] (zinc). Run in O1CCCC1 (THF), O1CCCC1 (THF), O1CCCC1 (THF), O1CCCC1 (THF). Reaction conditions: temperature -78 celsius, time 3 hour. Yields the product ClC1=C(C=CC=C1)C(=O)CC1=C(C=CC=C1)C(C(=O)OC)=COC (methyl 2-(2-chlorophenylcarbonylmethyl)-phenyl-β-methoxyacrylate). Yield: 34.1%. RXN SMILES: BrCCBr.C[Si](C)(C)Cl.Br[CH2:11][C:12]1[CH:17]=[CH:16][CH:15]=[CH:14][C:13]=1[C:18](=[CH:23][O:24][CH3:25])[C:19]([O:21][CH3:22])=[O:20].[Cu](C#N)C#N.[Cl-].[Li+].[Cl:33][C:34]1[CH:42]=[CH:41][CH:40]=[CH:39][C:35]=1[C:36](Cl)=[O:37]>O1CCCC1.[Zn]>[Cl:33][C:34]1[CH:42]=[CH:41][CH:40]=[CH:39][C:35]=1[C:36]([CH2:11][C:12]1[CH:17]=[CH:16][CH:15]=[CH:14][C:13]=1[C:18](=[CH:23][O:24][CH3:25])[C:19]([O:21][CH3:22])=[O:20])=[O:37] |f:4.5|. Procedure details: 700 mg of 1,2-dibromoethane are added to 2.3 g of zinc powder in 20 ml of THF (tetrahydrofuran). Refluxing is carried out until evolution of gas has ended, the mixture is allowed to cool to room temperature (20° C.) and 0.2 ml of trimethylchlorosilane is added. A solution of 10 g (35 mmol) of methyl α-(2-bromomethylphenyl)-β-methoxyacrylate in 40 ml of THF is added dropwise to this solution at 0° C. and stirring is continued for 3 hours at 5° C. Thereafter, the mixture is cooled to -78° C. and a... Reactants: CCOC(=O)C(C)(C)c1ccc(CCOS(C)(=O)=O)cc1, CCOCCn1c(C2CCNCC2)nc2ccccc21, CO, [Na+], [Na+], O=C([O-])[O-], O. Product: CCOCCn1c(C2CCN(CCc3ccc(C(C)(C)C(=O)OCC)cc3)CC2)nc2ccccc21. RXN SMILES: [CH2:1]([CH3:2])[O:3][C:4]([C:5]([CH3:6])([CH3:7])[c:8]1[cH:9][cH:10][c:11]([CH2:14][CH2:15][O:16][S:17]([CH3:18])(=[O:19])=[O:20])[cH:12][cH:13]1)=[O:21].[CH2:28]([CH3:29])[O:30][CH2:31][CH2:32][n:33]1[c:34]([CH:42]2[CH2:43][CH2:44][NH:45][CH2:46][CH2:47]2)[n:35][c:36]2[c:37]1[cH:38][cH:39][cH:40][cH:41]2.[CH3:48][OH:49].[Na+:22].[Na+:23].[O-:24][C:25](=[O:26])[O-:27].[OH2:50]>>[CH2:1]([CH3:2])[O:3][C:4]([C:5]([CH3:6])([CH3:7])[c:8]1[cH:9][cH:10][c:11]([CH2:14][CH2:15][N:45]2[CH2:44][CH2:43][CH:42]([c:34]3[n:33]([CH2:32][CH2:31][O:30][CH2:28][CH3:29])[c:37]4[c:36]([n:35]3)[cH:41][cH:40][cH:39][cH:38]4)[CH2:47][CH2:46]2)[cH:12][cH:13]1)=[O:21]. The reactants are CS(=O)(=O)Cl, CC1CCCN1, Cl, N#Cc1ccc(-c2cc3ccc(CCO)cc3cn2)cc1. The product is CC1CCCN1CCc1ccc2cc(-c3ccc(C#N)cc3)ncc2c1. Reaction SMILES: [CH3:22][S:23](=[O:24])(=[O:25])[Cl:26].[CH3:28][CH:29]1[NH:30][CH2:31][CH2:32][CH2:33]1.[ClH:27].[OH:1][CH2:2][CH2:3][c:4]1[cH:5][cH:6][c:7]2[cH:8][c:9](-[c:14]3[cH:15][cH:16][c:17]([C:18]#[N:19])[cH:20][cH:21]3)[n:10][cH:11][c:12]2[cH:13]1>>[CH2:2]([CH2:3][c:4]1[cH:5][cH:6][c:7]2[cH:8][c:9](-[c:14]3[cH:15][cH:16][c:17]([C:18]#[N:19])[cH:20][cH:21]3)[n:10][cH:11][c:12]2[cH:13]1)[N:30]1[CH:29]([CH3:28])[CH2:33][CH2:32][CH2:31]1. Reactants: C(C)(=O)O (acetic acid), CN1C(=NC=C1)C=O (1-methyl-2-imidazole carboxaldehyde), C(#N)[BH3-].[Na+] (sodium cyanoborohydride), N1C(=NC=C1)CNCC1=CC2=C(SC(=C2)CCCN(CCC)CCC)C=C1 ([3-(5-{[(1H-imidazol-2-ylmethyl)-amino]-methyl}-benzo[b]thiophen-2-yl)-propyl]-dipropyl-amine). The solvent is CO (methanol). Run at time 8 hour. Product: N1C(=NC=C1)CN(CC=1N(C=CN1)C)CC1=CC2=C(SC(=C2)CCCN(CCC)CCC)C=C1 ([3-(5-{[(1H-imidazol-2-ylmethyl)-(1-methyl-1H-imidazol-2-ylmethyl)-amino]-methyl}-benzo[b]-thiophen-2-yl)-propyl]-dipropyl-amine). RXN SMILES: [NH:1]1[CH:5]=[CH:4][N:3]=[C:2]1[CH2:6][NH:7][CH2:8][C:9]1[CH:27]=[CH:26][C:12]2[S:13][C:14]([CH2:16][CH2:17][CH2:18][N:19]([CH2:23][CH2:24][CH3:25])[CH2:20][CH2:21][CH3:22])=[CH:15][C:11]=2[CH:10]=1.[CH3:28][N:29]1[CH:33]=[CH:32][N:31]=[C:30]1[CH:34]=O.C([BH3-])#N.[Na+].C(O)(=O)C>CO>[NH:1]1[CH:5]=[CH:4][N:3]=[C:2]1[CH2:6][N:7]([CH2:8][C:9]1[CH:27]=[CH:26][C:12]2[S:13][C:14]([CH2:16][CH2:17][CH2:18][N:19]([CH2:20][CH2:21][CH3:22])[CH2:23][CH2:24][CH3:25])=[CH:15][C:11]=2[CH:10]=1)[CH2:34][C:30]1[N:29]([CH3:28])[CH:33]=[CH:32][N:31]=1 |f:2.3|. Procedure: The compound (197.9 mg) obtained in Example 120-6 was dissolved in methanol (10 ml) and then added with 1-methyl-2-imidazole carboxaldehyde (68.0 mg) and sodium cyanoborohydride (64.7 mg). After that, the solution was adjusted to pH 5 with acetic acid, followed by stirring overnight at room temperature. After the solvent had been distilled off, the residue was purified through silica gel column chromatography (chloroform/methanol) and treated with hydrochloric acid, thereby obtaining hydrochlori... Starting materials: COc1ccc(C2(c3ccc(OS(=O)(=O)C(F)(F)F)c(-c4cccc(OC)c4)c3)N=C(NC(=O)OC(C)(C)C)c3ccccc32)cc1, CCO, CCOC(C)=O, COc1cccc(B(O)O)c1, COCCOC, [K+], [K+], [K+], O, O=P([O-])([O-])[O-], Cl[Pd]Cl, c1ccc(P(c2ccccc2)c2ccccc2)cc1, c1ccc(P(c2ccccc2)c2ccccc2)cc1. Product: COc1ccc(C2(c3ccc(O)c(-c4cccc(OC)c4)c3)N=C(NC(=O)OC(C)(C)C)c3ccccc32)cc1. RXN SMILES: [C:1]([CH3:2])([CH3:3])([CH3:4])[O:5][C:6](=[O:7])[NH:8][C:9]1=[N:10][C:11]([c:18]2[cH:19][cH:20][c:21]([O:24][CH3:25])[cH:22][cH:23]2)([c:26]2[cH:27][cH:28][c:29]([O:40][S:41]([C:42]([F:43])([F:44])[F:45])(=[O:46])=[O:47])[c:30](-[c:32]3[cH:33][c:34]([O:38][CH3:39])[cH:35][cH:36][cH:37]3)[cH:31]2)[c:12]2[cH:13][cH:14][cH:15][cH:16][c:17]21.[CH2:67]([OH:68])[CH3:69].[CH3:118][CH2:119][O:120][C:121](=[O:122])[CH3:123].[CH3:56][O:57][c:58]1[cH:59][c:60]([B:61]([OH:62])[OH:63])[cH:64][cH:65][cH:66]1.[CH3:71][O:72][CH2:73][CH2:74][O:75][CH3:76].[K+:53].[K+:54].[K+:55].[OH2:70].[P:48]([O-:49])([O-:50])([O-:51])=[O:52].[Pd:77]([Cl:78])[Cl:79].[c:80]1([P:81]([c:82]2[cH:83][cH:84][cH:85][cH:86][cH:87]2)[c:88]2[cH:89][cH:90][cH:91][cH:92][cH:93]2)[cH:94][cH:95][cH:96][cH:97][cH:98]1.[c:99]1([P:100]([c:101]2[cH:102][cH:103][cH:104][cH:105][cH:106]2)[c:107]2[cH:108][cH:109][cH:110][cH:111][cH:112]2)[cH:113][cH:114][cH:115][cH:116][cH:117]1>>[C:1]([CH3:2])([CH3:3])([CH3:4])[O:5][C:6](=[O:7])[NH:8][C:9]1=[N:10][C:11]([c:18]2[cH:19][cH:20][c:21]([O:24][CH3:25])[cH:22][cH:23]2)([c:26]2[cH:27][cH:28][c:29]([OH:40])[c:30](-[c:32]3[cH:33][c:34]([O:38][CH3:39])[cH:35][cH:36][cH:37]3)[cH:31]2)[c:12]2[cH:13][cH:14][cH:15][cH:16][c:17]21. Starting materials: ICCC (iodopropane), C(C)(=O)OCC (ethyl acetate), NC1CN2C3=C(C=CC=C3C1)NC2=O (5-(amino)-5,6-dihydro-4H-imidazo[4,5,1 -ij]quinolin-2(1H)-one), Cl.Cl.BrC=1C=C2CC(CNC2=C(C1)[N+](=O)[O-])N (6-bromo-1,2, 3,4-tetrahydro-8-nitro-3-quinolinamine dihydrochloride). The product is C1(CC1)CN(C1CN2C3=C(C=CC=C3C1)NC2=O)CC2CC2 (5-[bis(cyclopropylmethyl)amino]-5, 6-dihydro-4H-imidazo[4,5,1 -ij ]quinolin-2(1H)-one). Reaction SMILES: I[CH2:2][CH2:3][CH3:4].[NH2:5][CH:6]1[CH2:15][C:14]2[C:9]3=[C:10]([NH:16][C:17](=[O:18])[N:8]3[CH2:7]1)[CH:11]=[CH:12][CH:13]=2.Cl.Cl.BrC1C=[C:24]2[C:29](=[C:30]([N+]([O-])=O)[CH:31]=1)NCC(N)C2.[C:36](OCC)(=O)C>>[CH:3]1([CH2:4][N:5]([CH2:24][CH:29]2[CH2:31][CH2:30]2)[CH:6]2[CH2:15][C:14]3[C:9]4=[C:10]([NH:16][C:17](=[O:18])[N:8]4[CH2:7]2)[CH:11]=[CH:12][CH:13]=3)[CH2:36][CH2:2]1 |f:2.3.4|. Procedure details: Following the procedure of Example 54, but substituting cyclopropylmethyl bromide for iodopropane and 5-(amino)-5,6-dihydro-4H-imidazo[4,5,1 -ij]quinolin-2(1H)-one for 6-bromo-1,2, 3,4-tetrahydro-8-nitro-3-quinolinamine dihydrochloride there were obtained 5-[bis(cyclopropylmethyl)amino]-5, 6-dihydro-4H-imidazo[4,5,1 -ij ]quinolin-2(1H)-one, mp 152-154 from ethyl acetate:hexane and 5 -(cyclopropylmethylamino)-5,6-dihydro-4H-imidazo [4,5,1 -ij]quinolin-2(1H) -one. The latter compound was converted... Starting materials: FC=1C=C(C=CC1)C#CC=1C=C(C=NC1)C=O (5-(3-fluorophenylethynyl)-pyridine-3-carbaldehyde), Cl.O(C)N (methoxylamine hydrochloride), C([O-])([O-])=O.[K+].[K+] (potassium carbonate). Solvent: C(C)O (ethanol). Yields the product CON=CC=1C=NC=C(C1)C#CC1=CC(=CC=C1)F (5-(3-Fluorophenylethynyl)-pyridine-3-carbaldehyde O-methyloxime). Isolated yield 47.0%. RXN SMILES: [F:1][C:2]1[CH:3]=[C:4]([C:8]#[C:9][C:10]2[CH:11]=[C:12]([CH:16]=O)[CH:13]=[N:14][CH:15]=2)[CH:5]=[CH:6][CH:7]=1.Cl.[O:19]([NH2:21])[CH3:20].C(=O)([O-])[O-].[K+].[K+]>C(O)C>[CH3:20][O:19][N:21]=[CH:16][C:12]1[CH:13]=[N:14][CH:15]=[C:10]([C:9]#[C:8][C:4]2[CH:5]=[CH:6][CH:7]=[C:2]([F:1])[CH:3]=2)[CH:11]=1 |f:1.2,3.4.5|. Procedure: Heat a mixture of 5-(3-fluorophenylethynyl)-pyridine-3-carbaldehyde, (prepared essentially as described in EXAMPLE 89), (90 mg, 0.38 mmol) and methoxylamine hydrochloride (160 mg, 3.02 mmol) and potassium carbonate (260 mg, 1.89 mmol) in ethanol at 80° C. overnight. Cool to room temperature, filter solids and concentrate. Purify the residue by silica gel chromatography, eluting with 5:45:45 ethyl acetate:chloroform:hexanes, to give the title compound as a white solid (45 mg, 47%).